Dataset: the Open Reaction Database (ORD), a public repository of structured organic reaction records. Task: describe an organic reaction: reactants, conditions, products, and yield The reactants are O=C1N(CCC2=CC(=CC=C12)OC[C@H]1OCCC1)[C@@H]1CC=2C=CC(=CC2CC1)C=O ((S)-6-{1-oxo-6-[(S)-1-(tetrahydrofuran-2-yl)methoxy]-3,4-dihydro-1H-isoquinolin-2-yl}-5,6,7,8-tetrahydronaphthalene-2-carbaldehyde), N1CCCC1 (pyrrolidine). Yields the product N1(CCCC1)CC=1C=C2CC[C@@H](CC2=CC1)N1C(C2=CC=C(C=C2CC1)OC[C@H]1OCCC1)=O (2-((S)-6-Pyrrolidin-1-ylmethyl-1,2,3,4-tetrahydronaphthalen-2-yl)-6-[(S)-1-(tetrahydrofuran-2-yl)methoxy]-3,4-dihydro-2H-isoquinolin-1-one). Reaction SMILES: [O:1]=[C:2]1[C:11]2[C:6](=[CH:7][C:8]([O:12][CH2:13][C@@H:14]3[CH2:18][CH2:17][CH2:16][O:15]3)=[CH:9][CH:10]=2)[CH2:5][CH2:4][N:3]1[C@H:19]1[CH2:28][CH2:27][C:26]2[CH:25]=[C:24]([CH:29]=O)[CH:23]=[CH:22][C:21]=2[CH2:20]1.[NH:31]1[CH2:35][CH2:34][CH2:33][CH2:32]1>>[N:31]1([CH2:29][C:24]2[CH:25]=[C:26]3[C:21](=[CH:22][CH:23]=2)[CH2:20][C@@H:19]([N:3]2[CH2:4][CH2:5][C:6]4[C:11](=[CH:10][CH:9]=[C:8]([O:12][CH2:13][C@@H:14]5[CH2:18][CH2:17][CH2:16][O:15]5)[CH:7]=4)[C:2]2=[O:1])[CH2:28][CH2:27]3)[CH2:35][CH2:34][CH2:33][CH2:32]1. Procedure details: According to method H-1, (S)-6-{1-oxo-6-[(S)-1-(tetrahydrofuran-2-yl)methoxy]-3,4-dihydro-1H-isoquinolin-2-yl}-5,6,7,8-tetrahydronaphthalene-2-carbaldehyde was reacted with pyrrolidine. The product was thus obtained with the molecular weight of 460.62 (C29H36N2O3); MS (ESI): 461 (M+H+).